This data is from the Open Reaction Database (ORD), a public repository of structured organic reaction records. The task is: describe an organic reaction: reactants, conditions, products, and yield Starting materials: C(Cl)(Cl)Cl (chloroform), BrC=1SC(=CC1Br)Br (2,3,5-Tribromothiophene), COC1=CC=C(C=C1)B(O)O (4-methoxyphenylboronic acid), C([O-])([O-])=O.[Na+].[Na+] (sodium carbonate). Procedure: 2,3,5-Tribromothiophene (6.42 g, 20 mmol), 4-methoxyphenylboronic acid (6.38 g, 42 mmol) and sodium carbonate (8.5 g, 80 mmol) were stirred in THF/water mixture (125/50 ml) for 90 min at RT under argon flushing. Pd(PPh3)4 (693 mg, 0.6 mmol) was added. The mixture was refluxed for 16 h (TLC), cooled to RT and THF was removed by evaporation. Water was added and aqueous fractions extracted with EtOAc. The organic fractions were combined, solvent removed and the crude product purified by flash chrom... Yield: 65.0%. The product is BrC1=C(SC(=C1)C1=CC=C(C=C1)OC)C1=CC=C(C=C1)OC (3-bromo-2,5-bis(4-methoxyphenyl)thiophene). RXN SMILES: Br[C:2]1[S:3][C:4](Br)=[CH:5][C:6]=1[Br:7].[CH3:9][O:10][C:11]1[CH:16]=[CH:15][C:14](B(O)O)=[CH:13][CH:12]=1.[C:20](=[O:23])([O-])[O-].[Na+].[Na+].C(Cl)(Cl)Cl>C1COCC1.O.C1C=CC([P]([Pd]([P](C2C=CC=CC=2)(C2C=CC=CC=2)C2C=CC=CC=2)([P](C2C=CC=CC=2)(C2C=CC=CC=2)C2C=CC=CC=2)[P](C2C=CC=CC=2)(C2C=CC=CC=2)C2C=CC=CC=2)(C2C=CC=CC=2)C2C=CC=CC=2)=CC=1.CCOC(C)=O>[Br:7][C:6]1[CH:5]=[C:4]([C:14]2[CH:15]=[CH:16][C:11]([O:10][CH3:9])=[CH:12][CH:13]=2)[S:3][C:2]=1[C:11]1[CH:16]=[CH:15][C:14]([O:23][CH3:20])=[CH:13][CH:12]=1 |f:2.3.4,6.7,^1:39,41,60,79|. The reagents and catalysts are C=1C=CC(=CC1)[P](C=2C=CC=CC2)(C=3C=CC=CC3)[Pd]([P](C=4C=CC=CC4)(C=5C=CC=CC5)C=6C=CC=CC6)([P](C=7C=CC=CC7)(C=8C=CC=CC8)C=9C=CC=CC9)[P](C=1C=CC=CC1)(C=1C=CC=CC1)C=1C=CC=CC1 (Pd(PPh3)4). The solvent is CCOC(=O)C (EtOAc), C1CCOC1.O (THF water). Reactants: BrC=1C=NC2=CC=CC=C2C1 (3-bromoquinoline), [Li]CCCC (n-BuLi), O (H2O), COB(OC)OC (trimethylborate). Solvent: C(C)OCC (diethylether), CCOCC (Et2O). Run at time 15 minute. Yields the product N1=CC(=CC2=CC=CC=C12)B(O)O (3-Quinolinylboronic acid). Isolated yield 92.0%. As a reaction SMILES: Br[C:2]1[CH:3]=[N:4][C:5]2[C:10]([CH:11]=1)=[CH:9][CH:8]=[CH:7][CH:6]=2.[Li]CCCC.C[O:18][B:19](OC)[O:20]C.O>C(OCC)C>[N:4]1[C:5]2[C:10](=[CH:9][CH:8]=[CH:7][CH:6]=2)[CH:11]=[C:2]([B:19]([OH:20])[OH:18])[CH:3]=1. Reported procedure: A solution of 3-bromoquinoline (14.6 g (0.07 mole)) in 50 ml of diethylether was added at -40° under argon to a solution of 2 M n-BuLi (37.5 ml (0.075 mole) (in cyclohexane)) in 50 ml Et2O. The reaction mixture was stirred 15 minutes and 0.075 mole (7.8 g, 8.5 ml) trimethylborate was added rapidly over 2 minutes. The mixture was stirred 15 minutes at 0° C. and 4 ml of H2O was added and stirring continued for 30 minutes. The volatiles were evaporated in vacuo to a yellow tar resi-due. The residue... Product: N#Cc1ccc2c(c1)OCC(c1ccc(OCc3ccc(Cl)c(Cl)c3)cc1)O2. The reactants are CO, CN1CCCC1=O, COCCOCCOC, N#Cc1ccc(F)c(OCC(O)c2ccc(OCc3ccc(Cl)c(Cl)c3)cc2)c1, ClCCl, [H-], [Na+]. As a reaction SMILES: [CH3:32][OH:33].[CH3:37][N:38]1[CH2:39][CH2:40][CH2:41][C:42]1=[O:43].[CH3:44][O:45][CH2:46][CH2:47][O:48][CH2:49][CH2:50][O:51][CH3:52].[Cl:1][c:2]1[cH:3][c:4]([CH2:5][O:6][c:7]2[cH:8][cH:9][c:10]([CH:13]([CH2:14][O:15][c:16]3[cH:17][c:18]([C:19]#[N:20])[cH:21][cH:22][c:23]3[F:24])[OH:25])[cH:11][cH:12]2)[cH:26][cH:27][c:28]1[Cl:29].[Cl:34][CH2:35][Cl:36].[H-:30].[Na+:31]>>[Cl:1][c:2]1[cH:3][c:4]([CH2:5][O:6][c:7]2[cH:8][cH:9][c:10]([CH:13]3[CH2:14][O:15][c:16]4[cH:17][c:18]([C:19]#[N:20])[cH:21][cH:22][c:23]4[O:25]3)[cH:11][cH:12]2)[cH:26][cH:27][c:28]1[Cl:29]. As a reaction SMILES: Br[C:2]1[C:3]([F:19])=[CH:4][C:5]2[O:11][CH2:10][CH2:9][N:8]3[CH:12]=[C:13]([C:15]([NH2:17])=[O:16])[N:14]=[C:7]3[C:6]=2[CH:18]=1.[OH:20][C:21]([CH3:29])([C:27]#[CH:28])[C:22]([N:24]([CH3:26])[CH3:25])=[O:23]>>[CH3:25][N:24]([CH3:26])[C:22](=[O:23])[C:21]([OH:20])([CH3:29])[C:27]#[C:28][C:2]1[C:3]([F:19])=[CH:4][C:5]2[O:11][CH2:10][CH2:9][N:8]3[CH:12]=[C:13]([C:15]([NH2:17])=[O:16])[N:14]=[C:7]3[C:6]=2[CH:18]=1. The product is CN(C(C(C#CC=1C(=CC2=C(C=3N(CCO2)C=C(N3)C(=O)N)C1)F)(C)O)=O)C ((±)-10-(4-(dimethylamino)-3-hydroxy-3-methyl-4-oxobut-1-yn-1-yl)-9-fluoro-5,6-dihydrobenzo[f]imidazo[1,2-d][1,4]oxazepine-2-carboxamide). Procedure: Similar to as described in General Procedure G, 10-bromo-9-fluoro-5,6-dihydrobenzo[f]imidazo[1,2-d][1,4]oxazepine-2-carboxamide was reacted with 2-hydroxy-N,N,2-trimethylbut-3-ynamide to give 24.2 mg of the titled compound (13%), The reactants are BrC=1C(=CC2=C(C=3N(CCO2)C=C(N3)C(=O)N)C1)F (10-bromo-9-fluoro-5,6-dihydrobenzo[f]imidazo[1,2-d][1,4]oxazepine-2-carboxamide), OC(C(=O)N(C)C)(C#C)C (2-hydroxy-N,N,2-trimethylbut-3-ynamide). The yield is 13.0%. Reactants: BrC1=C2C(=NC=C1)N(C=C2)S(=O)(=O)C2=CC=CC=C2 (4-bromo-1-(phenylsulfonyl)-1H-pyrrolo[2,3-b]pyridine), CC(C)(C)C1N(CCC(C1)=O)C(=O)[O-] (1,1-dimethylethyl-4-oxo-1-piperidinecarboxylate), C(C)(C)N (isopropylamine), [Li]CCCC (n-BuLi). Run in C1CCOC1 (THF), C1CCOC1 (THF), C1CCOC1 (THF). Reaction conditions: temperature -78 celsius, time 2 hour. The product is BrC1=C2C(=NC=C1)N(C(=C2)C2(CCN(CC2)C(=O)OC(C)(C)C)O)S(=O)(=O)C2=CC=CC=C2 (1,1-dimethylethyl 4-[4-bromo-1-(phenylsulfonyl)-1H-pyrrolo[2,3-b]pyridin-2-yl]-4-hydroxy-1-piperidinecarboxylate). Yield: 85.0%. RXN SMILES: [CH:1](N)([CH3:3])[CH3:2].[Li][CH2:6]CCC.[Br:10][C:11]1[CH:16]=[CH:15][N:14]=[C:13]2[N:17]([S:20]([C:23]3[CH:28]=[CH:27][CH:26]=[CH:25][CH:24]=3)(=[O:22])=[O:21])[CH:18]=[CH:19][C:12]=12.CC([CH:33]1[CH2:38][C:37](=[O:39])[CH2:36][CH2:35][N:34]1[C:40]([O-:42])=[O:41])(C)C>C1COCC1>[Br:10][C:11]1[CH:16]=[CH:15][N:14]=[C:13]2[N:17]([S:20]([C:23]3[CH:28]=[CH:27][CH:26]=[CH:25][CH:24]=3)(=[O:22])=[O:21])[C:18]([C:37]3([OH:39])[CH2:38][CH2:33][N:34]([C:40]([O:42][C:1]([CH3:3])([CH3:6])[CH3:2])=[O:41])[CH2:35][CH2:36]3)=[CH:19][C:12]=12. Reported procedure: To a solution of isopropylamine (5.5 mmol) in THF (15 mL) cooled to −78° C. was added n-BuLi (2.5 M in hexanes, 5.5 mmol) dropwise. After stirring at −78° C. for 20 min a solution of 4-bromo-1-(phenylsulfonyl)-1H-pyrrolo[2,3-b]pyridine (5.0 mmol) in THF (5.0 mL) was added dropwise. The resulting orange solution was stirred at −78° C. for 2 h, followed by dropwise addition of a solution of 1,1-dimethylethyl-4-oxo-1-piperidinecarboxylate (6.1 mmol) in THF (5.0 mL). After an additional 1.5 h at −78... The reactants are Cl, [K+], [OH-], CCOC(=O)N1CCc2nc(-c3ccncc3)sc2C1. Yields the product Cl, c1cc(-c2nc3c(s2)CNCC3)ccn1. RXN SMILES: [ClH:23].[K+:22].[OH-:21].[n:1]1[cH:2][cH:3][c:4](-[c:7]2[s:8][c:9]3[c:14]([n:15]2)[CH2:13][CH2:12][N:11]([C:16]([O:17][CH2:18][CH3:19])=[O:20])[CH2:10]3)[cH:5][cH:6]1>>[ClH:23].[n:1]1[cH:2][cH:3][c:4](-[c:7]2[s:8][c:9]3[c:14]([n:15]2)[CH2:13][CH2:12][NH:11][CH2:10]3)[cH:5][cH:6]1.